Dataset: the Open Reaction Database (ORD), a public repository of structured organic reaction records. Task: describe an organic reaction: reactants, conditions, products, and yield The reactants are CC(C)N(C(=O)NCCCl)C1OC(CO)C(O)C(O)C1O, Cl, O=N[O-], [Na+]. Product: CC(C)N(C(=O)N(CCCl)N=O)C1OC(CO)C(O)C(O)C1O. As a reaction SMILES: [Cl:1][CH2:2][CH2:3][NH:4][C:5](=[O:6])[N:7]([CH:8]1[CH:9]([OH:10])[CH:11]([OH:12])[CH:13]([OH:14])[CH:15]([CH2:17][OH:18])[O:16]1)[CH:19]([CH3:20])[CH3:21].[ClH:26].[N:22](=[O:23])[O-:24].[Na+:25]>>[Cl:1][CH2:2][CH2:3][N:4]([C:5](=[O:6])[N:7]([CH:8]1[CH:9]([OH:10])[CH:11]([OH:12])[CH:13]([OH:14])[CH:15]([CH2:17][OH:18])[O:16]1)[CH:19]([CH3:20])[CH3:21])[N:22]=[O:23]. The reactants are P(=O)(Br)(Br)Br (phosphoryl tribromide), [N+](=O)([O-])C=1C(C=C(NC1)C(C(F)(F)F)(C)C)=O (5-nitro-2-(1,1,1-trifluoro-2-methylpropan-2-yl)pyridin-4(1H)-one), C(=O)(O)[O-].[Na+] (NaHCO3). The solvent is ClCCCl (DCE). Run at temperature 85 celsius, time 1 hour. Yields the product BrC1=CC(=NC=C1[N+](=O)[O-])C(C(F)(F)F)(C)C (4-bromo-5-nitro-2-(1,1,1-trifluoro-2-methylpropan-2-yl)pyridine). Isolated yield 24.0%. As a reaction SMILES: [N+:1]([C:4]1[C:5](=O)[CH:6]=[C:7]([C:10]([CH3:16])([CH3:15])[C:11]([F:14])([F:13])[F:12])[NH:8][CH:9]=1)([O-:3])=[O:2].P(Br)(Br)([Br:20])=O.C([O-])(O)=O.[Na+]>ClCCCl>[Br:20][C:5]1[C:4]([N+:1]([O-:3])=[O:2])=[CH:9][N:8]=[C:7]([C:10]([CH3:16])([CH3:15])[C:11]([F:14])([F:13])[F:12])[CH:6]=1 |f:2.3|. Procedure: To a mixture of 5-nitro-2-(1,1,1-trifluoro-2-methylpropan-2-yl)pyridin-4(1H)-one (100 mg, 0.400 mmol) in DCE (10 mL) was added phosphoryl tribromide (138 mg, 0.480 mmol). The mixture was stirred at 85° C. for 1 h. Then the mixture was added to aqueous NaHCO3 solution. The mixture was extracted with EA (50 mL×2). The combined organic extracts were washed with brine, dried over MgSO4, filtered and concentrated to afford 4-bromo-5-nitro-2-(1,1,1-trifluoro-2-methylpropan-2-yl)pyridine (60 mg, 0.096 ... Reactants: NC1=NC=NC(=C1C(=O)N)N1CCC(CC1)C=1N(C=C(N1)C1=CC(=C(C=C1)F)C(F)(F)F)C (4-Amino-6-{4-[4-(4-fluoro-3-trifluoromethyl-phenyl)-1-methyl-1H-imidazol-2-yl]-piperidin-1-yl}-pyrimidine-5-carboxamide), NC1=NC=NC(=C1C#N)N1CCC(CC1)C=1N(C=C(N1)C1=CC(=C(C=C1)F)C(F)(F)F)CCNC1CCCC1 (4-Amino-6-{4-[1-(2-cyclopentylamino-ethyl)-4-(4-fluoro-3-trifluoromethyl-phenyl)-1H-imidazol-2-yl]-piperidin-1-yl}-pyrimidine-5-carbonitrile). The product is NC1=NC=NC(=C1C(=O)N)N1CCC(CC1)C=1N(C=C(N1)C1=CC(=C(C=C1)F)C(F)(F)F)CCNC1CCCC1 (4-Amino-6-{4-[1-(2-cyclopentylamino-ethyl)-4-(4-fluoro-3-trifluoromethyl-phenyl)-1H-imidazol-2-yl]-piperidin-1-yl}-pyrimidine-5-carboxylic acid amide). RXN SMILES: [NH2:1][C:2]1[C:7]([C:8]([NH2:10])=[O:9])=[C:6]([N:11]2[CH2:16][CH2:15][CH:14]([C:17]3[N:18]([CH3:33])[CH:19]=[C:20]([C:22]4[CH:27]=[CH:26][C:25]([F:28])=[C:24]([C:29]([F:32])([F:31])[F:30])[CH:23]=4)[N:21]=3)[CH2:13][CH2:12]2)[N:5]=[CH:4][N:3]=1.NC1C(C#N)=C(N2CCC(C3N(C[CH2:66][NH:67][CH:68]4[CH2:72][CH2:71][CH2:70][CH2:69]4)C=C(C4C=CC(F)=C(C(F)(F)F)C=4)N=3)CC2)N=CN=1>>[NH2:1][C:2]1[C:7]([C:8]([NH2:10])=[O:9])=[C:6]([N:11]2[CH2:16][CH2:15][CH:14]([C:17]3[N:18]([CH2:33][CH2:66][NH:67][CH:68]4[CH2:72][CH2:71][CH2:70][CH2:69]4)[CH:19]=[C:20]([C:22]4[CH:27]=[CH:26][C:25]([F:28])=[C:24]([C:29]([F:32])([F:31])[F:30])[CH:23]=4)[N:21]=3)[CH2:13][CH2:12]2)[N:5]=[CH:4][N:3]=1. Reported procedure: The title compound was prepared in an analogous manner as 4-Amino-6-{4-[4-(4-fluoro-3-trifluoromethyl-phenyl)-1-methyl-1H-imidazol-2-yl]-piperidin-1-yl}-pyrimidine-5-carboxamide using 4-Amino-6-{4-[1-(2-cyclopentylamino-ethyl)-4-(4-fluoro-3-trifluoromethyl-phenyl)-1H-imidazol-2-yl]-piperidin-1-yl}-pyrimidine-5-carbonitrile instead of 4-amino-6-(4-{4-[4-fluoro-3-(trifluoromethyl)phenyl]-1-methyl-1H-imidazol-2-yl}piperidin-1-yl)pyrimidine-5-carbonitrile. LC-MS: (M+1=561, obsd.=561). The reactants are ClCCl, C1COCCN1, Cl, CCOC(=O)CF. Yields the product O=C(CF)N1CCOCC1. Reaction SMILES: [CH2:15]([Cl:16])[Cl:17].[CH2:8]1[CH2:9][O:10][CH2:11][CH2:12][NH:13]1.[ClH:14].[F:1][CH2:2][C:3](=[O:4])[O:5][CH2:6][CH3:7]>>[F:1][CH2:2][C:3](=[O:4])[N:13]1[CH2:8][CH2:9][O:10][CH2:11][CH2:12]1. Run in O (water), C(=O)(C(F)(F)F)O (TFA), O (water). The yield is 78.5%. Product: CC1=NC=CC=C1C=1N(C=C(N1)C(F)(F)F)C1=CC=C(C=C1)S(=O)(=O)N (4-[2-(2-methylpyridin-3-yl)-4-(trifluoromethyl)-1H-imidazol-1-yl]benzenesulfonamide). Reaction SMILES: CC1[N:3]([S:8]([C:11]2[CH:16]=[CH:15][C:14]([N:17]3[CH2:21][CH:20]([C:22]([F:25])([F:24])[F:23])[N:19]=[C:18]3[C:26]3[C:27]([CH3:32])=[N:28][CH:29]=[CH:30][CH:31]=3)=[CH:13][CH:12]=2)(=[O:10])=[O:9])C(C)=CC=1.C(=O)(O)[O-].[Na+]>C(O)(C(F)(F)F)=O.O>[CH3:32][C:27]1[C:26]([C:18]2[N:17]([C:14]3[CH:15]=[CH:16][C:11]([S:8]([NH2:3])(=[O:10])=[O:9])=[CH:12][CH:13]=3)[CH:21]=[C:20]([C:22]([F:23])([F:24])[F:25])[N:19]=2)=[CH:31][CH:30]=[CH:29][N:28]=1 |f:1.2|. Reported procedure: A mixture of 3-[1-[4-[(2,5-dimethyl-1H-pyrrol-1-yl)sulfonyl]phenyl]-4,5-dihydro-4-(trifluoromethyl)-1H-imidazol-2-yl]-2-methylpyridine (Step 4) (4.6 g, 0.01 mol) in 75 mL of TFA and 25 mL of water was heated at reflux for 2 hours. The solution was cooled, treated with 400 mL of water and basified with sodium bicarbonate to pH 8. The aqueous phase was extracted with ethyl acetate (400 mL). The organic layer was washed with brine, dried over magnesium sulfate and filtered. The filtrate was concent... The reactants are CC=1N(C(=CC1)C)S(=O)(=O)C1=CC=C(C=C1)N1C(=NC(C1)C(F)(F)F)C=1C(=NC=CC1)C (3-[1-[4-[(2,5-dimethyl-1H-pyrrol-1-yl)sulfonyl]phenyl]-4,5-dihydro-4-(trifluoromethyl)-1H-imidazol-2-yl]-2-methylpyridine), C([O-])(O)=O.[Na+] (sodium bicarbonate). The reactants are O=C(O)c1ccc(OCc2ccccc2)cc1, ClCCl, C1CNC(CN2CCCC2)C1, CN(C)C=O. Product: O=C(c1ccc(OCc2ccccc2)cc1)N1CCCC1CN1CCCC1. As a reaction SMILES: [CH2:1]([c:2]1[cH:3][cH:4][cH:5][cH:6][cH:7]1)[O:8][c:9]1[cH:10][cH:11][c:12]([C:13](=[O:14])[OH:15])[cH:16][cH:17]1.[Cl:34][CH2:35][Cl:36].[NH:18]1[CH:19]([CH2:23][N:24]2[CH2:25][CH2:26][CH2:27][CH2:28]2)[CH2:20][CH2:21][CH2:22]1.[O:29]=[CH:30][N:31]([CH3:32])[CH3:33]>>[CH2:1]([c:2]1[cH:3][cH:4][cH:5][cH:6][cH:7]1)[O:8][c:9]1[cH:10][cH:11][c:12]([C:13](=[O:15])[N:18]2[CH:19]([CH2:23][N:24]3[CH2:25][CH2:26][CH2:27][CH2:28]3)[CH2:20][CH2:21][CH2:22]2)[cH:16][cH:17]1. Yields the product crude product, BrC1=C(C=O)C=CC(=C1OCCCCC)OC (2-bromo4-methoxy-3-pentyloxybenzaldehyde). The solvent is O (Water). The reactants are BrC1=C(C=O)C=CC(=C1O)OC (2-Bromo-3-hydroxy-4-methoxybenzaldehyde), CN(C)C=O (DMF), C([O-])([O-])=O.[K+].[K+] (potassium carbonate), BrCCCCC (bromopentane). Conditions: temperature 90 celsius, time 1.5 hour. RXN SMILES: [Br:1][C:2]1[C:9]([OH:10])=[C:8]([O:11][CH3:12])[CH:7]=[CH:6][C:3]=1[CH:4]=[O:5].CN(C=O)C.C(=O)([O-])[O-].[K+].[K+].Br[CH2:25][CH2:26][CH2:27][CH2:28][CH3:29]>O>[Br:1][C:2]1[C:9]([O:10][CH2:25][CH2:26][CH2:27][CH2:28][CH3:29])=[C:8]([O:11][CH3:12])[CH:7]=[CH:6][C:3]=1[CH:4]=[O:5] |f:2.3.4|. Procedure details: 2-Bromo-3-hydroxy-4-methoxybenzaldehyde (225.2 g, 975 mmol) and DMF (660 ml) were mixed, and potassium carbonate (148.2 g, 1.07 mol) and bromopentane (133 ml, 1.07 mol) were successively added to this solution. The mixture was stirred at 90° C. for 1.5 hours and cooled to room temperature. Water (800 ml) was added to stop the reaction. The aqueous layer was extracted successively with diethyl ether (1000 ml, 500 ml) and ethyl acetate (500 ml). The organic layers were combined, washed successivel... The reactants are CC1=C(C=CC(=C1)C)N1CCN(CC1)C(=O)C1=CC=C(C=C1)I ([4-(2,4-dimethylphenyl)piperazin-1-yl](4-iodophenyl)methanone), C(C)OC(=O)C=1C=NNC1 (1H-pyrazole-4-carboxylic acid ethyl ester). Yields the product C(C)OC(=O)C=1C=NN(C1)C1=CC=C(C=C1)C(=O)N1CCN(CC1)C1=C(C=C(C=C1)C)C (1-{4-[4-(2,4-dimethylphenyl)piperazine-1-carbonyl]phenyl}-1H-pyrazole-4-carboxylic acid ethyl ester). Reaction SMILES: [CH3:1][C:2]1[CH:7]=[C:6]([CH3:8])[CH:5]=[CH:4][C:3]=1[N:9]1[CH2:14][CH2:13][N:12]([C:15]([C:17]2[CH:22]=[CH:21][C:20](I)=[CH:19][CH:18]=2)=[O:16])[CH2:11][CH2:10]1.[CH2:24]([O:26][C:27]([C:29]1[CH:30]=[N:31][NH:32][CH:33]=1)=[O:28])[CH3:25]>>[CH2:24]([O:26][C:27]([C:29]1[CH:30]=[N:31][N:32]([C:20]2[CH:21]=[CH:22][C:17]([C:15]([N:12]3[CH2:13][CH2:14][N:9]([C:3]4[CH:4]=[CH:5][C:6]([CH3:8])=[CH:7][C:2]=4[CH3:1])[CH2:10][CH2:11]3)=[O:16])=[CH:18][CH:19]=2)[CH:33]=1)=[O:28])[CH3:25]. Procedure details: Using [4-(2,4-dimethylphenyl)piperazin-1-yl](4-iodophenyl)methanone (840 mg) described in Preparation Example 108 and 1H-pyrazole-4-carboxylic acid ethyl ester (320 mg) and by the reaction and treatment in the same manner as in Example 1, 1-{4-[4-(2,4-dimethylphenyl)piperazine-1-carbonyl]phenyl}-1H-pyrazole-4-carboxylic acid ethyl ester was obtained. Using this compound and 1-methylpiperazine (230 μL) and by the reaction and treatment in the same manner as in Example 109, the title compound (88 ...